This data is from the Open Reaction Database (ORD), a public repository of structured organic reaction records. The task is: describe an organic reaction: reactants, conditions, products, and yield Reactants: CC(=O)[O-], CCO, CC(=O)O, [Cu+2], [Cu], O=N[O-], [Na+], [Na+], O, Oc1ccc2ccccc2c1, O=S(=O)([O-])[O-]. Product: [Cu+2], O=Nc1c(O)ccc2ccccc12. As a reaction SMILES: [CH3:13][C:14](=[O:15])[O-:16].[CH3:29][CH2:30][OH:31].[CH3:32][C:33](=[O:34])[OH:35].[Cu+2:22].[Cu:27].[N:23](=[O:24])[O-:25].[Na+:12].[Na+:26].[OH2:28].[OH:1][c:2]1[cH:3][cH:4][c:5]2[cH:6][cH:7][cH:8][cH:9][c:10]2[cH:11]1.[S:17]([O-:18])([O-:19])(=[O:20])=[O:21]>>[Cu+2:22].[OH:1][c:2]1[cH:3][cH:4][c:5]2[cH:6][cH:7][cH:8][cH:9][c:10]2[c:11]1[N:23]=[O:24]. The reactants are [BH-](OC(=O)C)(OC(=O)C)OC(=O)C.[Na+] (NaBH(OAc)3), C(C)(C)(C)[Si](OC1CCOC2=C(C=CC=C12)C=O)(C)C (4-(tert-butyl-dimethyl-silanyloxy)-chroman-8-carbaldehyde), N1CCCCC1 (piperidine). Solvent: ClC(C)Cl (dichloroethane). Reaction conditions: time 1 hour. Product: C(C)(C)(C)[Si](OC1CCOC2=C(C=CC=C12)CN1CCCCC1)(C)C (1-[4-(tert-butyl-dimethyl-silanyloxy)-chroman-8-ylmethyl]-piperidine). Reaction SMILES: [BH-](OC(C)=O)(OC(C)=O)OC(C)=O.[Na+].[C:15]([Si:19]([CH3:34])([CH3:33])[O:20][CH:21]1[C:30]2[C:25](=[C:26]([CH:31]=O)[CH:27]=[CH:28][CH:29]=2)[O:24][CH2:23][CH2:22]1)([CH3:18])([CH3:17])[CH3:16].[NH:35]1[CH2:40][CH2:39][CH2:38][CH2:37][CH2:36]1>ClC(Cl)C>[C:15]([Si:19]([CH3:33])([CH3:34])[O:20][CH:21]1[C:30]2[C:25](=[C:26]([CH2:31][N:35]3[CH2:40][CH2:39][CH2:38][CH2:37][CH2:36]3)[CH:27]=[CH:28][CH:29]=2)[O:24][CH2:23][CH2:22]1)([CH3:18])([CH3:17])[CH3:16] |f:0.1|. Reported procedure: NaBH(OAc)3 (3.86 g, 18.21 mmol) was added to a dichloroethane (30 mL) solution of 4-(tert-butyl-dimethyl-silanyloxy)-chroman-8-carbaldehyde (Step B) (2.66 g, 9.10 mmol) and piperidine (2.70 mL, 27.31 mmol) at RT. After stirring for 1 h, the reaction was quenched with MeOH (10 mL) while the stirring was continued for 20 more min. The reaction was diluted with CH2Cl2 (200 mL) and washed with saturated NaHCO3 solution and brine. The organic phase was dried over MgSO4, filtered, and concentrated in ... Reactants: C(=O)(C(F)(F)F)O (TFA), FC(C=1C=C(CN(C(=O)N2[C@H](C[C@H](CC2)N2CCN(CC2)C(=O)OC(C)(C)C)C2=C(C=C(C=C2)F)C)C)C=C(C1)C(F)(F)F)(F)F (4-(S)-[1-[(3,5-Bis-trifluoromethyl-benzyl)-methyl-carbamoyl]-2-(R)-(4-fluoro-2-methyl-phenyl)-piperidin-4-yl]-piperazine-1-carboxylic acid, tert-butyl ester). Run in C(Cl)Cl (DCM). Reaction conditions: time 3 hour. The product is FC(C=1C=C(CN(C(=O)N2[C@H](C[C@H](CC2)N2CCNCC2)C2=C(C=C(C=C2)F)C)C)C=C(C1)C(F)(F)F)(F)F (4-(S)-[1-[(3,5-Bis-trifluoromethyl-benzyl)-methyl-carbamoyl]-2-(R)-(4-fluoro-2-methyl-phenyl)-piperidin-4-yl]-piperazine). Yield: 79.1%. RXN SMILES: C(O)(C(F)(F)F)=O.[F:8][C:9]([F:53])([F:52])[C:10]1[CH:11]=[C:12]([CH:45]=[C:46]([C:48]([F:51])([F:50])[F:49])[CH:47]=1)[CH2:13][N:14]([CH3:44])[C:15]([N:17]1[CH2:22][CH2:21][C@H:20]([N:23]2[CH2:28][CH2:27][N:26](C(OC(C)(C)C)=O)[CH2:25][CH2:24]2)[CH2:19][C@@H:18]1[C:36]1[CH:41]=[CH:40][C:39]([F:42])=[CH:38][C:37]=1[CH3:43])=[O:16]>C(Cl)Cl>[F:53][C:9]([F:8])([F:52])[C:10]1[CH:11]=[C:12]([CH:45]=[C:46]([C:48]([F:49])([F:51])[F:50])[CH:47]=1)[CH2:13][N:14]([CH3:44])[C:15]([N:17]1[CH2:22][CH2:21][C@H:20]([N:23]2[CH2:24][CH2:25][NH:26][CH2:27][CH2:28]2)[CH2:19][C@@H:18]1[C:36]1[CH:41]=[CH:40][C:39]([F:42])=[CH:38][C:37]=1[CH3:43])=[O:16]. Reported procedure: TFA (1 mL) was added to a solution of intermediate 15b (155 mg) in anhydrous DCM (5 mL). The solution was stirred at r.t. for 3 hours, then it was concentrated in vacuo. The residue was diluted in a saturated potassium carbonate solution (10 mL) and extracted with DCM (2×20 mL) and AcOEt (20 mL). The combined organic extracts were dried and concentrated in vacuo to give the title compound (104 mg) as an oil. Reactants: FC=1C=C(C(=O)NC2=CC=C(C3=CC=CC=C23)OC2=NC(=NC=C2)S(=O)(=O)C)C=C(C1)N1CCCCC1 (3-fluoro-N-[4-(2-methanesulfonyl-pyrimidin-4-yloxy)-naphthalen-1-yl]-5-piperidin-1-yl-benzamide), CNCC#C (methyl-prop-2-ynylamine). Product: FC=1C=C(C(=O)NC2=CC=C(C3=CC=CC=C23)OC2=NC(=NC=C2)N(CC#C)C)C=C(C1)N1CCCCC1 (3-Fluoro-N-[4-({2-[methyl(prop-2-yn-1-yl)amino]pyrimidin-4-yl}oxy)-1-naphthyl]-5-piperidin-1-ylbenzamide). As a reaction SMILES: [F:1][C:2]1[CH:3]=[C:4]([CH:29]=[C:30]([N:32]2[CH2:37][CH2:36][CH2:35][CH2:34][CH2:33]2)[CH:31]=1)[C:5]([NH:7][C:8]1[C:17]2[C:12](=[CH:13][CH:14]=[CH:15][CH:16]=2)[C:11]([O:18][C:19]2[CH:24]=[CH:23][N:22]=[C:21](S(C)(=O)=O)[N:20]=2)=[CH:10][CH:9]=1)=[O:6].[CH3:38][NH:39][CH2:40][C:41]#[CH:42]>>[F:1][C:2]1[CH:3]=[C:4]([CH:29]=[C:30]([N:32]2[CH2:37][CH2:36][CH2:35][CH2:34][CH2:33]2)[CH:31]=1)[C:5]([NH:7][C:8]1[C:17]2[C:12](=[CH:13][CH:14]=[CH:15][CH:16]=2)[C:11]([O:18][C:19]2[CH:24]=[CH:23][N:22]=[C:21]([N:39]([CH3:38])[CH2:40][C:41]#[CH:42])[N:20]=2)=[CH:10][CH:9]=1)=[O:6]. Reported procedure: Compound is prepared from 3-fluoro-N-[4-(2-methanesulfonyl-pyrimidin-4-yloxy)-naphthalen-1-yl]-5-piperidin-1-yl-benzamide and methyl-prop-2-ynylamine according to conditions described in general procedure C. Mp: 116-117° C.; 1H NMR (400 MHz, DMSO-d6) δ 1.58-1.61 (m, 6 H), 2.85 (m, 3 H), 3.27-3.30 (m, 5 H), 4.22 (s, 2 H), 6.30 (d, J=5.5 Hz, 1 H), 6.94-6.98 (m, 1 H), 7.15 (d, J=8.8 Hz, 1 H), 7.43 (d, J=8.0 Hz, 1H), 7.46 (s, 1 H), 7.55-7.60 (m, 3 H), 7.82-7.84 (m, 1 H), 7.98 (d, J=7.4 Hz, 1 H), 8.3... Starting materials: C1CCOC1, COCCCc1ccccc1-c1ccc(CC#N)c(C)c1, C[Si](C)(C)[N-][Si](C)(C)C, [Cl-], Fc1cc(F)cc(CBr)c1, [Li+], [NH4+]. The product is COCCCc1ccccc1-c1ccc(C(C#N)Cc2cc(F)cc(F)c2)c(C)c1. RXN SMILES: [CH2:42]1[O:43][CH2:44][CH2:45][CH2:46]1.[CH3:1][O:2][CH2:3][CH2:4][CH2:5][c:6]1[c:7](-[c:12]2[cH:13][c:14]([CH3:21])[c:15]([CH2:18][C:19]#[N:20])[cH:16][cH:17]2)[cH:8][cH:9][cH:10][cH:11]1.[CH3:22][Si:23]([CH3:24])([CH3:25])[N-:26][Si:27]([CH3:28])([CH3:29])[CH3:30].[Cl-:47].[F:32][c:33]1[cH:34][c:35]([CH2:36][Br:37])[cH:38][c:39]([F:41])[cH:40]1.[Li+:31].[NH4+:48]>>[CH3:1][O:2][CH2:3][CH2:4][CH2:5][c:6]1[c:7](-[c:12]2[cH:13][c:14]([CH3:21])[c:15]([CH:18]([C:19]#[N:20])[CH2:36][c:35]3[cH:34][c:33]([F:32])[cH:40][c:39]([F:41])[cH:38]3)[cH:16][cH:17]2)[cH:8][cH:9][cH:10][cH:11]1. The reactants are [N+](=O)([O-])[O-].[Na+] (sodium nitrate), N(=O)[O-].[Na+] (sodium nitrite), C(C)(C)C=1C=C(C=CC1)O (3-isopropylphenol), S(O)(O)(=O)=O (sulfuric acid). Run in C(Cl)Cl (methylene chloride), C(Cl)Cl (methylene chloride). Conditions: time 24 hour. The product is [N+](=O)([O-])C1=C(C=C(C=C1)C(C)C)O (2-nitro-5-isopropylphenol). The yield is 27.3%. Reaction SMILES: [CH:1]([C:4]1[CH:5]=[C:6]([OH:10])[CH:7]=[CH:8][CH:9]=1)([CH3:3])[CH3:2].[N+:11]([O-])([O-:13])=[O:12].[Na+].S(=O)(=O)(O)O.N([O-])=O.[Na+]>C(Cl)Cl>[N+:11]([C:7]1[CH:8]=[CH:9][C:4]([CH:1]([CH3:3])[CH3:2])=[CH:5][C:6]=1[OH:10])([O-:13])=[O:12] |f:1.2,4.5|. Reported procedure: 3-isopropylphenol (3.00 g, 22 mmol) was dissolved in methylene chloride(40 ml) followed by the addition of sodium nitrate (2.06 g, 24 mmol). The addition of sulfuric acid (25 mL/3M) is then made, followed by addition of a catalytic amount of sodium nitrite. The mixture was allowed to stir. After 24 h, the reaction mixture is diluted with methylene chloride and extracted with water. The organic layer is dried over MgSO4 and filtered. The solvent was evaporated and chromatography of the resulting ... Reactants: BrC1=CC(=C(CN2C(=NC3=C2C=CC(=C3)OCC3=NC2=CC=CC=C2C=C3)[C@H]3C([C@H]3C(=O)OC)(C)C)C=C1)F (racemic methyl cis-3-[1-(4-bromo-2-fluorobenzyl)-5-(quinolin-2-ylmethoxy)-1H-benzimidazol-2-yl]-2,2-dimethylcyclopropanecarboxylate), FC1=CC=C(C=C1)B(O)O ((4-fluorophenyl)boronic acid). Product: FC=1C=C(C=CC1CN1C(=NC2=C1C=CC(=C2)OCC2=NC1=CC=CC=C1C=C2)[C@H]2C([C@H]2C(=O)O)(C)C)C2=CC=C(C=C2)F (racemic cis-3-{1-[(3,4′-Difluorobiphenyl-4-yl)methyl]-5-(quinolin-2-ylmethoxy)-1H-benzimidazol-2-yl}-2,2-dimethylcyclopropanecarboxylic acid). RXN SMILES: Br[C:2]1[CH:38]=[CH:37][C:5]([CH2:6][N:7]2[C:11]3[CH:12]=[CH:13][C:14]([O:16][CH2:17][C:18]4[CH:27]=[CH:26][C:25]5[C:20](=[CH:21][CH:22]=[CH:23][CH:24]=5)[N:19]=4)=[CH:15][C:10]=3[N:9]=[C:8]2[C@@H:28]2[C@H:30]([C:31]([O:33]C)=[O:32])[C:29]2([CH3:36])[CH3:35])=[C:4]([F:39])[CH:3]=1.[F:40][C:41]1[CH:46]=[CH:45][C:44](B(O)O)=[CH:43][CH:42]=1>>[F:39][C:4]1[CH:3]=[C:2]([C:44]2[CH:45]=[CH:46][C:41]([F:40])=[CH:42][CH:43]=2)[CH:38]=[CH:37][C:5]=1[CH2:6][N:7]1[C:11]2[CH:12]=[CH:13][C:14]([O:16][CH2:17][C:18]3[CH:27]=[CH:26][C:25]4[C:20](=[CH:21][CH:22]=[CH:23][CH:24]=4)[N:19]=3)=[CH:15][C:10]=2[N:9]=[C:8]1[C@@H:28]1[C@H:30]([C:31]([OH:33])=[O:32])[C:29]1([CH3:36])[CH3:35]. Procedure details: The title compound was prepared using similar methods to those in Example 97 using racemic methyl cis-3-[1-(4-bromo-2-fluorobenzyl)-5-(quinolin-2-ylmethoxy)-1H-benzimidazol-2-yl]-2,2-dimethylcyclopropanecarboxylate and (4-fluorophenyl)boronic acid in Step A. MS (ESI): mass calcd. for C36H29F2N3O3, 589.22; m/z found, 590.1 [M+H]+. 1H NMR (500 MHz, CDCl3) δ 8.20 (d, J=8.5 Hz, 1H), 8.12-8.09 (m, 1H), 7.84-7.81 (m, 1H), 7.76-7.72 (m, 1H), 7.68 (d, J=8.5 Hz, 1H), 7.58-7.53 (m, 1H), 7.51-7.46 (m, 2H),...